From a dataset of the Open Reaction Database (ORD), a public repository of structured organic reaction records. describe an organic reaction: reactants, conditions, products, and yield Reactants: C(C)(=O)SCC(=O)N1[C@H](C(=O)O)C[C@@H](C1)OC1=CC=C(C=C1)OC (1-[2-(acetylthio)-1-oxoethyl]-cis-4-(4-methoxyphenoxy)-L-proline), N (ammonia). Yields the product SCC(=O)N1[C@H](C(=O)O)C[C@@H](C1)OC1=CC=C(C=C1)OC (1-(2-mercapto-1-oxoethyl)-cis-4-(4-methoxyphenoxy)-L-proline). As a reaction SMILES: C([S:4][CH2:5][C:6]([N:8]1[CH2:15][C@@H:14]([O:16][C:17]2[CH:22]=[CH:21][C:20]([O:23][CH3:24])=[CH:19][CH:18]=2)[CH2:13][C@H:9]1[C:10]([OH:12])=[O:11])=[O:7])(=O)C.N>>[SH:4][CH2:5][C:6]([N:8]1[CH2:15][C@@H:14]([O:16][C:17]2[CH:18]=[CH:19][C:20]([O:23][CH3:24])=[CH:21][CH:22]=2)[CH2:13][C@H:9]1[C:10]([OH:12])=[O:11])=[O:7]. Procedure: Hydrolysis of 1-[2-(acetylthio)-1-oxoethyl]-cis-4-(4-methoxyphenoxy)-L-proline with an aqueous ammonia solution according to the procedure of Example 2 yields 1-(2-mercapto-1-oxoethyl)-cis-4-(4-methoxyphenoxy)-L-proline.